Dataset: the Open Reaction Database (ORD), a public repository of structured organic reaction records. Task: describe an organic reaction: reactants, conditions, products, and yield Reactants: O=C([O-])[O-], c1ccc(CN2CCNCC2)cc1, CC#N, O=[N+]([O-])c1ccc(F)cc1, [K+], [K+], O. The product is O=[N+]([O-])c1ccc(N2CCN(Cc3ccccc3)CC2)cc1. As a reaction SMILES: [C:24](=[O:25])([O-:26])[O-:27].[CH2:11]([c:12]1[cH:13][cH:14][cH:15][cH:16][cH:17]1)[N:18]1[CH2:19][CH2:20][NH:21][CH2:22][CH2:23]1.[CH3:31][C:32]#[N:33].[F:1][c:2]1[cH:3][cH:4][c:5]([N+:8](=[O:9])[O-:10])[cH:6][cH:7]1.[K+:28].[K+:29].[OH2:30]>>[c:2]1([N:21]2[CH2:20][CH2:19][N:18]([CH2:11][c:12]3[cH:13][cH:14][cH:15][cH:16][cH:17]3)[CH2:23][CH2:22]2)[cH:3][cH:4][c:5]([N+:8](=[O:9])[O-:10])[cH:6][cH:7]1. Starting materials: CCOC(=O)c1cc2c(ncn2-c2ccc(Br)cc2)[nH]1, CCO, CCOC(C)=O. Product: CCOC(=O)c1cc2c(ncn2-c2ccccc2)[nH]1. Reaction SMILES: [Br:1][c:2]1[cH:3][cH:4][c:5](-[n:8]2[cH:9][n:10][c:11]3[c:12]2[cH:13][c:14]([C:16](=[O:17])[O:18][CH2:19][CH3:20])[nH:15]3)[cH:6][cH:7]1.[CH3:21][CH2:22][OH:23].[CH3:24][CH2:25][O:26][C:27](=[O:28])[CH3:29]>>[cH:2]1[cH:3][cH:4][c:5](-[n:8]2[cH:9][n:10][c:11]3[c:12]2[cH:13][c:14]([C:16](=[O:17])[O:18][CH2:19][CH3:20])[nH:15]3)[cH:6][cH:7]1. The reactants are COC=1C=C(C=CC1[N+](=O)[O-])NC1CN(C1)C(=O)OC(C)(C)C (tert-butyl 3-(3-methoxy-4-nitrophenylamino)azetidine-1-carboxylate), C(=O)(C(F)(F)F)O (TFA). Reaction conditions: time 15 minute. Product: COC=1C=C(C=CC1[N+](=O)[O-])NC1CNC1 (N-(3-methoxy-4-nitrophenyl)azetidin-3-amine), C(=O)(C(F)(F)F)O (TFA). RXN SMILES: [CH3:1][O:2][C:3]1[CH:4]=[C:5]([NH:12][CH:13]2[CH2:16][N:15](C(OC(C)(C)C)=O)[CH2:14]2)[CH:6]=[CH:7][C:8]=1[N+:9]([O-:11])=[O:10].[C:24]([OH:30])([C:26]([F:29])([F:28])[F:27])=[O:25]>>[CH3:1][O:2][C:3]1[CH:4]=[C:5]([NH:12][CH:13]2[CH2:14][NH:15][CH2:16]2)[CH:6]=[CH:7][C:8]=1[N+:9]([O-:11])=[O:10].[C:24]([OH:30])([C:26]([F:29])([F:28])[F:27])=[O:25]. Procedure: To tert-butyl 3-(3-methoxy-4-nitrophenylamino)azetidine-1-carboxylate (9 g) was added TFA (18 mL) at room temperature. The reaction mixture was stirred for 15 min at room temperature and then was concentrated under reduced pressure at 40° C. to give the title compound as TFA salt (7.24 g). Reactants: FC1=CC=C(CN2CCN(CC2)C(=O)C=2C=NC(=CC2)Br)C=C1 ((4-(4-fluorobenzyl)piperazin-1-yl)(6-bromopyridin-3-yl)methanone), C(C1=CC=CC=C1)OC1=CC=C(C=C1)B(O)O (4-benzyloxyphenylboronic acid), P(=O)([O-])([O-])[O-].[K+].[K+].[K+] (potassium phosphate), COC=1C=CC=C(C1C=2C=CC=CC2P(C3CCCCC3)C4CCCCC4)OC (S-Phos). Reagents/catalysts: C=1C=CC(=CC1)/C=C/C(=O)/C=C/C2=CC=CC=C2.C=1C=CC(=CC1)/C=C/C(=O)/C=C/C2=CC=CC=C2.C=1C=CC(=CC1)/C=C/C(=O)/C=C/C2=CC=CC=C2.[Pd].[Pd] (tris(dibenzylideneacetone)dipalladium(0)). The solvent is C(CCC)O.O (1-butanol water). Conditions: temperature 100 celsius, time 5 minute. The product is FC1=CC=C(CN2CCN(CC2)C(=O)C=2C=NC(=CC2)C2=CC=C(C=C2)OCC2=CC=CC=C2)C=C1 ((4-(4-fluorobenzyl)piperazin-1-yl)(6-(4-(benzyloxy)phenyl)pyridin-3-yl)methanone). Reaction SMILES: [F:1][C:2]1[CH:23]=[CH:22][C:5]([CH2:6][N:7]2[CH2:12][CH2:11][N:10]([C:13]([C:15]3[CH:16]=[N:17][C:18](Br)=[CH:19][CH:20]=3)=[O:14])[CH2:9][CH2:8]2)=[CH:4][CH:3]=1.[CH2:24]([O:31][C:32]1[CH:37]=[CH:36][C:35](B(O)O)=[CH:34][CH:33]=1)[C:25]1[CH:30]=[CH:29][CH:28]=[CH:27][CH:26]=1.P([O-])([O-])([O-])=O.[K+].[K+].[K+].COC1C=CC=C(OC)C=1C1C=CC=CC=1P(C1CCCCC1)C1CCCCC1>C1C=CC(/C=C/C(/C=C/C2C=CC=CC=2)=O)=CC=1.C1C=CC(/C=C/C(/C=C/C2C=CC=CC=2)=O)=CC=1.C1C=CC(/C=C/C(/C=C/C2C=CC=CC=2)=O)=CC=1.[Pd].[Pd].C(O)CCC.O>[F:1][C:2]1[CH:23]=[CH:22][C:5]([CH2:6][N:7]2[CH2:12][CH2:11][N:10]([C:13]([C:15]3[CH:16]=[N:17][C:18]([C:35]4[CH:36]=[CH:37][C:32]([O:31][CH2:24][C:25]5[CH:30]=[CH:29][CH:28]=[CH:27][CH:26]=5)=[CH:33][CH:34]=4)=[CH:19][CH:20]=3)=[O:14])[CH2:9][CH2:8]2)=[CH:4][CH:3]=1 |f:2.3.4.5,7.8.9.10.11,12.13|. Procedure: To a mixture of (4-(4-fluorobenzyl)piperazin-1-yl)(6-bromopyridin-3-yl)methanone (0.048 g, 0.13 mmol, 1.0 eq), 4-benzyloxyphenylboronic acid (0.040 g, 0.18 mmol, 1.4 eq), potassium phosphate (0.053 g, 0.25 mmol, 1.9 eq), S-Phos (0.006 g, 0.01 mmol, 0.1 eq), and tris(dibenzylideneacetone)dipalladium(0) (0.012 g, 0.01 mmol, 0.01 eq) was added 1-butanol-water (1.25 mL, 4:1). Following a 5 minute purge of the reaction mixture with argon, the reaction vessel was sealed and heated at 100° C. for 10 ho... The reactants are BrC=1C=C2C=CC(=NC2=CC1)NC1COC2=C1C(=CC=C2)OC (rac-(6-bromo-quinolin-2-yl)-(4-methoxy-2,3-dihydro-benzofuran-3-yl)-amine), NC1=NC(=CC=C1)C (2-amino-6-methyl-pyridine). The product is COC1=CC=CC2=C1C(CO2)NC2=NC1=CC=C(C=C1C=C2)NC2=NC(=CC=C2)C (rac-N2-(4-Methoxy-2,3-dihydro-benzofuran-3-yl)-N6-(6-methyl-pyridin-2-yl)-quinoline-2,6-diamine). RXN SMILES: Br[C:2]1[CH:3]=[C:4]2[C:9](=[CH:10][CH:11]=1)[N:8]=[C:7]([NH:12][CH:13]1[C:17]3[C:18]([O:22][CH3:23])=[CH:19][CH:20]=[CH:21][C:16]=3[O:15][CH2:14]1)[CH:6]=[CH:5]2.[NH2:24][C:25]1[CH:30]=[CH:29][CH:28]=[C:27]([CH3:31])[N:26]=1>>[CH3:23][O:22][C:18]1[C:17]2[CH:13]([NH:12][C:7]3[CH:6]=[CH:5][C:4]4[C:9](=[CH:10][CH:11]=[C:2]([NH:24][C:25]5[CH:30]=[CH:29][CH:28]=[C:27]([CH3:31])[N:26]=5)[CH:3]=4)[N:8]=3)[CH2:14][O:15][C:16]=2[CH:21]=[CH:20][CH:19]=1. Procedure details: The title compound, yellow foam, MS: m/e=399.2 (M+H+), was prepared in accordance with the general method of example 66 from rac-(6-bromo-quinolin-2-yl)-(4-methoxy-2,3-dihydro-benzofuran-3-yl)-amine (see example 109, step C) and commercially available 2-amino-6-methyl-pyridine. Starting materials: CC(C)(C)C(O[SiH](c1ccccc1)c1ccccc1)c1cc2cc(OCc3ccccc3)ccc2c(-c2ccccc2)c1CO, ClCCl, O=[Cr](=O)([O-])Cl, c1cc[nH+]cc1. The product is CC(C)(C)C(O[SiH](c1ccccc1)c1ccccc1)c1cc2cc(OCc3ccccc3)ccc2c(-c2ccccc2)c1C=O. As a reaction SMILES: [CH2:1]([c:2]1[cH:3][cH:4][cH:5][cH:6][cH:7]1)[O:8][c:9]1[cH:10][cH:11][c:12]2[c:13](-[c:40]3[cH:41][cH:42][cH:43][cH:44][cH:45]3)[c:14]([CH2:38][OH:39])[c:15]([CH:19]([O:20][SiH:21]([c:22]3[cH:23][cH:24][cH:25][cH:26][cH:27]3)[c:28]3[cH:29][cH:30][cH:31][cH:32][cH:33]3)[C:34]([CH3:35])([CH3:36])[CH3:37])[cH:16][c:17]2[cH:18]1.[Cl:57][CH2:58][Cl:59].[O:46]=[Cr:47]([Cl:48])([O-:49])=[O:50].[nH+:51]1[cH:52][cH:53][cH:54][cH:55][cH:56]1>>[CH2:1]([c:2]1[cH:3][cH:4][cH:5][cH:6][cH:7]1)[O:8][c:9]1[cH:10][cH:11][c:12]2[c:13](-[c:40]3[cH:41][cH:42][cH:43][cH:44][cH:45]3)[c:14]([CH:38]=[O:39])[c:15]([CH:19]([O:20][SiH:21]([c:22]3[cH:23][cH:24][cH:25][cH:26][cH:27]3)[c:28]3[cH:29][cH:30][cH:31][cH:32][cH:33]3)[C:34]([CH3:35])([CH3:36])[CH3:37])[cH:16][c:17]2[cH:18]1. Reactants: FC1=CC=C(C=C1)C(C1=CC=CC(=N1)C(=O)O)O (6-((4-fluorophenyl)(hydroxy)methyl)picolinic acid), Cl.CC1=NC(=NO1)[C@@H](N)CC(C)C ((S)-5-methyl-α-(2-methylpropyl)-1,2,4-oxadiazole-3-methanamine hydrochloride), C(C)(C)(C)OC(=O)N[C@H](C(=O)O)CC(C)C ((2S)-2-[(tert-butoxycarbonyl)amino]-4-methylpentanoic acid). As a reaction SMILES: [F:1][C:2]1[CH:7]=[CH:6][C:5]([CH:8]([OH:18])[C:9]2[N:14]=[C:13]([C:15]([OH:17])=O)[CH:12]=[CH:11][CH:10]=2)=[CH:4][CH:3]=1.Cl.[CH3:20][C:21]1[O:25][N:24]=[C:23]([C@H:26]([CH2:28][CH:29]([CH3:31])[CH3:30])[NH2:27])[N:22]=1.C(OC(N[C@@H](CC(C)C)C(O)=O)=O)(C)(C)C>>[CH3:30][CH:29]([CH3:31])[CH2:28][C@H:26]([NH:27][C:15]([C:13]1[CH:12]=[CH:11][CH:10]=[C:9]([CH:8]([C:5]2[CH:4]=[CH:3][C:2]([F:1])=[CH:7][CH:6]=2)[OH:18])[N:14]=1)=[O:17])[C:23]1[N:22]=[C:21]([CH3:20])[O:25][N:24]=1 |f:1.2|. Yields the product CC(C[C@@H](C1=NOC(=N1)C)NC(=O)C1=NC(=CC=C1)C(O)C1=CC=C(C=C1)F)C (6-[(4-Fluoro-phenyl)-hydroxy-methyl]-pyridine-2-carboxylic acid [(S)-3-methyl-1-(5-methyl-[1,2,4]oxadiazol-3-yl)-butyl]-amide). Procedure details: The title compound was synthesized in analogy to Example 1, using 6-((4-fluorophenyl)(hydroxy)methyl)picolinic acid and (S)-5-methyl-α-(2-methylpropyl)-1,2,4-oxadiazole-3-methanamine hydrochloride (which was prepared from (2S)-2-[(tert-butoxycarbonyl)amino]-4-methylpentanoic acid (CAN 13139-15-6) in analogy to the procedures described in Example 38 a to e) as starting materials. MS (EI): m/e=399.2 [M+H]+. The reactants are CNCCN, CO, Cl, N#Cc1ccc(N)cc1. Yields the product CN1CCN=C1c1ccc(N)cc1. Reaction SMILES: [CH3:11][NH:12][CH2:13][CH2:14][NH2:15].[CH3:16][OH:17].[ClH:10].[NH2:1][c:2]1[cH:3][cH:4][c:5]([C:6]#[N:7])[cH:8][cH:9]1>>[NH2:1][c:2]1[cH:3][cH:4][c:5]([C:6]2=[N:15][CH2:14][CH2:13][N:12]2[CH3:11])[cH:8][cH:9]1. The reactants are BrC=1C=CC(=NC1)CN1N=C2N(C=CC(=C2C2=CC=NC=C2)C2=CC=C(C=C2)Cl)C1=O (2-((5-bromopyridin-2-yl)methyl)-7-(4-chlorophenyl)-8-(pyridin-4-yl)-[1,2,4]triazolo[4,3-a]pyridin-3(2H)-one), N1N=CC=C1 (pyrazole), C([O-])([O-])=O.[K+].[K+] (potassium carbonate), CN(CCN)C (N,N-dimethylethylenediamine). The reagents and catalysts are [Cu]I (copper (I) iodide). The solvent is C1(=CC=CC=C1)C (toluene), CCOC(=O)C (EtOAc). Reaction conditions: temperature 110 celsius. Yields the product N1(N=CC=C1)C=1C=CC(=NC1)CN1N=C2N(C=CC(=C2C2=CC=NC=C2)C2=CC=C(C=C2)Cl)C1=O (2-((5-(1H-pyrazol-1-yl)pyridin-2-yl)methyl)-7-(4-chlorophenyl)-8-(pyridin-4-yl)-[1,2,4]triazolo[4,3-a]pyridin-3(2H)-one). The yield is 4.5%. Reaction SMILES: Br[C:2]1[CH:3]=[CH:4][C:5]([CH2:8][N:9]2[C:30](=[O:31])[N:12]3[CH:13]=[CH:14][C:15]([C:23]4[CH:28]=[CH:27][C:26]([Cl:29])=[CH:25][CH:24]=4)=[C:16]([C:17]4[CH:22]=[CH:21][N:20]=[CH:19][CH:18]=4)[C:11]3=[N:10]2)=[N:6][CH:7]=1.[NH:32]1[CH:36]=[CH:35][CH:34]=[N:33]1.C(=O)([O-])[O-].[K+].[K+].CN(C)CCN>C1(C)C=CC=CC=1.CCOC(C)=O.[Cu]I>[N:32]1([C:2]2[CH:3]=[CH:4][C:5]([CH2:8][N:9]3[C:30](=[O:31])[N:12]4[CH:13]=[CH:14][C:15]([C:23]5[CH:28]=[CH:27][C:26]([Cl:29])=[CH:25][CH:24]=5)=[C:16]([C:17]5[CH:22]=[CH:21][N:20]=[CH:19][CH:18]=5)[C:11]4=[N:10]3)=[N:6][CH:7]=2)[CH:36]=[CH:35][CH:34]=[N:33]1 |f:2.3.4|. Procedure: A mixture of 2-((5-bromopyridin-2-yl)methyl)-7-(4-chlorophenyl)-8-(pyridin-4-yl)-[1,2,4]triazolo[4,3-a]pyridin-3(2H)-one (29.6 mg, 0.06 mmol), pyrazole (22.5 mg, 0.33 mmol), copper (I) iodide (8 mg, 0.042 mmol), potassium carbonate (25 mg, 0.18 mmol) and N,N-dimethylethylenediamine (5.3 mg, 0.06 mmol) in 1 mL toluene was heated at 110° C. under argon for 20 h. The reaction mixture was diluted with EtOAc, washed with water, brine, dried (Na2SO4) and concentrated. The crude product was purified by... Reactants: Cl.C(C)C1(CNCCC1)C(=O)OCC (Ethyl 3-ethylpiperidine-3-carboxylate Hydrochloride), CN1C=NC(=C1)S(=O)(=O)Cl (1-methyl-1H-imidazole-4-sulfonyl chloride), raw material. Product: C(C)C1(CN(CCC1)S(=O)(=O)C=1N=CN(C1)C)C(=O)O (3-Ethyl-1-[(1-methyl-1H-imidazol-4-yl)sulfonyl]piperidine-3-carboxylic Acid). RXN SMILES: Cl.[CH2:2]([C:4]1([C:10]([O:12]CC)=[O:11])[CH2:9][CH2:8][CH2:7][NH:6][CH2:5]1)[CH3:3].[CH3:15][N:16]1[CH:20]=[C:19]([S:21](Cl)(=[O:23])=[O:22])[N:18]=[CH:17]1>>[CH2:2]([C:4]1([C:10]([OH:12])=[O:11])[CH2:9][CH2:8][CH2:7][N:6]([S:21]([C:19]2[N:18]=[CH:17][N:16]([CH3:15])[CH:20]=2)(=[O:23])=[O:22])[CH2:5]1)[CH3:3] |f:0.1|. Reported procedure: The title compound was synthesized as in Production Example 1, using the compound synthesized in (1) and 1-methyl-1H-imidazole-4-sulfonyl chloride as the raw material.